From a dataset of the Open Reaction Database (ORD), a public repository of structured organic reaction records. describe an organic reaction: reactants, conditions, products, and yield Starting materials: Cl.C1(CC1)COC1=C(C=C(C(=C1)OC)F)C=1C2=C(N=CN1)C(=C(N2)C)C(=O)NC2CCNCC2 (4-[2-(cyclopropylmethoxy)-5-fluoro-4-methoxyphenyl]-6-methyl-N-piperidin-4-yl-5H-pyrrolo[3,2-d]pyrimidine-7-carboxamide hydrochloride), C(C)(=O)Cl (acetyl chloride). Product: C(C)(=O)N1CCC(CC1)NC(=O)C1=C(NC2=C1N=CN=C2C2=C(C=C(C(=C2)F)OC)OCC2CC2)C (N-(1-Acetylpiperidin-4-yl)-4-[2-(cyclopropylmethoxy)-5-fluoro-4-methoxyphenyl]-6-methyl-5H-pyrrolo[3,2-d]pyrimidine-7-carboxamide). Reaction SMILES: Cl.[CH:2]1([CH2:5][O:6][C:7]2[CH:12]=[C:11]([O:13][CH3:14])[C:10]([F:15])=[CH:9][C:8]=2[C:16]2[C:17]3[NH:24][C:23]([CH3:25])=[C:22]([C:26]([NH:28][CH:29]4[CH2:34][CH2:33][NH:32][CH2:31][CH2:30]4)=[O:27])[C:18]=3[N:19]=[CH:20][N:21]=2)[CH2:4][CH2:3]1.[C:35](Cl)(=[O:37])[CH3:36]>>[C:35]([N:32]1[CH2:31][CH2:30][CH:29]([NH:28][C:26]([C:22]2[C:18]3[N:19]=[CH:20][N:21]=[C:16]([C:8]4[CH:9]=[C:10]([F:15])[C:11]([O:13][CH3:14])=[CH:12][C:7]=4[O:6][CH2:5][CH:2]4[CH2:4][CH2:3]4)[C:17]=3[NH:24][C:23]=2[CH3:25])=[O:27])[CH2:34][CH2:33]1)(=[O:37])[CH3:36] |f:0.1|. Reported procedure: Starting from 4-[2-(cyclopropylmethoxy)-5-fluoro-4-methoxyphenyl]-6-methyl-N-piperidin-4-yl-5H-pyrrolo[3,2-d]pyrimidine-7-carboxamide hydrochloride (example D.f44) and commercially available acetyl chloride the title compound is obtained as colorless solid. Starting materials: C1CCC2=NCCCN2CC1, C1CCOC1, OC(Cc1ccncc1)c1cccc(Cl)c1Cl, Clc1cccc(C=Cc2ccncc2)c1Cl, [N-]=[N+]=NP(=O)(Oc1ccccc1)Oc1ccccc1. Product: [N-]=[N+]=NC(Cc1ccncc1)c1cccc(Cl)c1Cl. As a reaction SMILES: [CH2:37]1[CH2:38][CH2:39][C:40]2=[N:45][CH2:44][CH2:43][CH2:42][N:41]2[CH2:46][CH2:47]1.[CH2:64]1[O:65][CH2:66][CH2:67][CH2:68]1.[Cl:1][c:2]1[c:3]([CH:9]([CH2:10][c:11]2[cH:12][cH:13][n:14][cH:15][cH:16]2)[OH:17])[cH:4][cH:5][cH:6][c:7]1[Cl:8].[Cl:48][c:49]1[c:50]([Cl:51])[cH:52][cH:53][cH:54][c:55]1[CH:56]=[CH:57][c:58]1[cH:59][cH:60][n:61][cH:62][cH:63]1.[P:18](=[O:19])([O:20][c:21]1[cH:22][cH:23][cH:24][cH:25][cH:26]1)([O:27][c:28]1[cH:29][cH:30][cH:31][cH:32][cH:33]1)[N:34]=[N+:35]=[N-:36]>>[Cl:1][c:2]1[c:3]([CH:9]([CH2:10][c:11]2[cH:12][cH:13][n:14][cH:15][cH:16]2)[N:34]=[N+:35]=[N-:36])[cH:4][cH:5][cH:6][c:7]1[Cl:8]. The reactants are C(N)(=S)C=1C=C(C(=O)OC)C=CC1 (methyl 3-thiocarbamoylbenzoate), FC(C=1C=C(C(CBr)=O)C=CC1)(F)F (3-trifluoromethylphenacyl bromide). Yields the product FC(C=1C=C(C=CC1)C=1N=C(SC1)C=1C=C(C(=O)OC)C=CC1)(F)F (methyl 3-[4-(3-trifluoromethylphenyl)-2-thiazolyl]benzoate). The yield is 72.0%. RXN SMILES: [C:1]([C:4]1[CH:5]=[C:6]([CH:11]=[CH:12][CH:13]=1)[C:7]([O:9][CH3:10])=[O:8])(=[S:3])[NH2:2].[F:14][C:15]([F:27])([F:26])[C:16]1[CH:17]=[C:18]([CH:23]=[CH:24][CH:25]=1)[C:19](=O)[CH2:20]Br>>[F:14][C:15]([F:26])([F:27])[C:16]1[CH:17]=[C:18]([C:19]2[N:2]=[C:1]([C:4]3[CH:5]=[C:6]([CH:11]=[CH:12][CH:13]=3)[C:7]([O:9][CH3:10])=[O:8])[S:3][CH:20]=2)[CH:23]=[CH:24][CH:25]=1. Procedure: In the same manner as in Example 28, methyl 3-thiocarbamoylbenzoate was reacted with 3-trifluoromethylphenacyl bromide to obtain methyl 3-[4-(3-trifluoromethylphenyl)-2-thiazolyl]benzoate. The product was recrystallized from ethanol. Yield: 72%. Colorless prisms. Melting point: 105 to 106° C. Reactants: O=C([O-])[O-], CS(C)=O, [Cs+], [Cs+], O, c1ccc2[nH]ncc2c1. Product: O=Cc1n[nH]c2ccccc12. As a reaction SMILES: [C:10]([O-:11])(=[O:12])[O-:13].[CH3:16][S:17]([CH3:18])=[O:19].[Cs+:14].[Cs+:15].[OH2:20].[nH:1]1[n:2][cH:3][c:4]2[cH:5][cH:6][cH:7][cH:8][c:9]12>>[nH:1]1[n:2][c:3]([CH:10]=[O:11])[c:4]2[cH:5][cH:6][cH:7][cH:8][c:9]12. The reactants are FC(C=1C=C(C=C(C1)C(F)(F)F)CO[C@H]1[C@@]2(C[C@H]([C@H](CC1)N2CC=C)C#N)C2=CC=CC=C2)(F)F ((1R*,2R*,5S*,6R*)-2-{[3,5-Bis(trifluoromethyl)phenyl]methoxy}-6-cyano-1-phenyl-8-(prop-2-enyl)-8-azabicyclo[3.2.1]octane), CN1C(=O)N(C(=O)CC1=O)C (1,3-dimethylbarbituric acid), [OH-].[Na+] (NaOH). The reagents and catalysts are C=1C=CC(=CC1)[P](C=2C=CC=CC2)(C=3C=CC=CC3)[Pd]([P](C=4C=CC=CC4)(C=5C=CC=CC5)C=6C=CC=CC6)([P](C=7C=CC=CC7)(C=8C=CC=CC8)C=9C=CC=CC9)[P](C=1C=CC=CC1)(C=1C=CC=CC1)C=1C=CC=CC1 (Tetrakis(triphenylphosphine)palladium(0)). Run in O (water), ClCCl (dichloromethane). Run at temperature 32.5 celsius, time 90 minute. Yields the product FC(C=1C=C(C=C(C1)C(F)(F)F)CO[C@H]1[C@@]2(C[C@H]([C@H](CC1)N2)C#N)C2=CC=CC=C2)(F)F ((1R*,2R*,5S*,6R*)-2-{[3,5-Bis(trifluoromethyl)phenyl]methoxy}-6-cyano-1-phenyl-8-azabicyclo[3.2.1]octane). The yield is 85.4%. Reaction SMILES: [F:1][C:2]([F:35])([F:34])[C:3]1[CH:4]=[C:5]([CH2:13][O:14][C@@H:15]2[CH2:21][CH2:20][C@@H:19]3[N:22](CC=C)[C@@:16]2([C:28]2[CH:33]=[CH:32][CH:31]=[CH:30][CH:29]=2)[CH2:17][C@H:18]3[C:26]#[N:27])[CH:6]=[C:7]([C:9]([F:12])([F:11])[F:10])[CH:8]=1.CN1C(=O)CC(=O)N(C)C1=O.[OH-].[Na+]>ClCCl.O.C1C=CC([P]([Pd]([P](C2C=CC=CC=2)(C2C=CC=CC=2)C2C=CC=CC=2)([P](C2C=CC=CC=2)(C2C=CC=CC=2)C2C=CC=CC=2)[P](C2C=CC=CC=2)(C2C=CC=CC=2)C2C=CC=CC=2)(C2C=CC=CC=2)C2C=CC=CC=2)=CC=1>[F:11][C:9]([F:10])([F:12])[C:7]1[CH:6]=[C:5]([CH2:13][O:14][C@@H:15]2[CH2:21][CH2:20][C@@H:19]3[NH:22][C@@:16]2([C:28]2[CH:33]=[CH:32][CH:31]=[CH:30][CH:29]=2)[CH2:17][C@H:18]3[C:26]#[N:27])[CH:4]=[C:3]([C:2]([F:1])([F:34])[F:35])[CH:8]=1 |f:2.3,^1:56,58,77,96|. Procedure: Tetrakis(triphenylphosphine)palladium(0) (64 mg, 0.055 mmol) was added to a stirred mixture of (1R*,2R*,5S*,6R*)-2-{[3,5-bis(trifluoromethyl)phenyl]methoxy}-6-cyano-1-phenyl-8-(prop-2-enyl)-8-azabicyclo[3.2.1]octane (Example 55; 500 mg, 1.01 mmol), 1,3-dimethylbarbituric acid (465 mg, 3.0 mmol) in dichloromethane (10 ml) at room temperature. The reaction mixture was stirred at 30-35° C. for 90 minutes and treated with 2M aqueous NaOH (10 ml). The mixture was stirred for 5 minutes, then diluted w... Reactants: SC(C)O (mercaptoethanol), [OH-].[K+] (potassium hydroxide), CC(=O)C (acetone), O=C1SC2=C(N1CC(=O)Cl)C=CC=C2 (2-oxo-3-benzothiazolineacetyl chloride). Run in C(C)OCC (ethyl ether), O (water). Conditions: time 10 minute. Product: O=C1SC2=C(N1CC(SCCO)=O)C=CC=C2 (S-(2-Hydroxyethyl) 2-Oxo-3-Benzothiazolineethanethioate). As a reaction SMILES: [SH:1][CH:2]([OH:4])[CH3:3].[OH-].[K+].[CH3:7][C:8](C)=[O:9].[O:11]=[C:12]1[N:16](CC(Cl)=O)[C:15]2[CH:21]=[CH:22][CH:23]=[CH:24][C:14]=2[S:13]1>C(OCC)C.O>[O:11]=[C:12]1[N:16]([CH2:3][C:2](=[O:4])[S:1][CH2:7][CH2:8][OH:9])[C:15]2[CH:21]=[CH:22][CH:23]=[CH:24][C:14]=2[S:13]1 |f:1.2|. Procedure: A charge containing 0.1 moles of mercaptoethanol, 0.1 moles of 85% potassium hydroxide and 250 ml of acetone is stirred for 10 minutes. To this stirred mixture is added 0.1 moles of 2-oxo-3-benzothiazolineacetyl chloride in one portion. An exothermic reaction set in causing a temperature rise from 30° to about 40° C. After stirring for about 24 hours at room temperature, 500 ml of water and 500 ml of ethyl ether are added and stirring continued at 25°-30° C. for 15 minutes. The separated ether l... Reactants: CC=1OC2=C(C1)C=C(C=C2)N=C=S (2-methyl-5-isothiocyanatobenzofuran), N[C@@H]1C(N(CCCC1)CC(=O)N1CCCC1)=O (1-[[(3S)-3-aminohexahydro-2-oxo-1H-azepin-1-yl]acetyl]pyrrolidine), [H-].[Na+] (Sodium hydride), C(CC(=O)OC)(=O)OC (dimethyl malonate). The reagents and catalysts are [Hg](Cl)Cl (mercury (II) chloride). Run in CN(C)C=O (DMF). Reaction conditions: time 30 minute. The product is COC(C(C(=O)OC)=C(NC=1C=CC2=C(C=C(O2)C)C1)N[C@@H]1C(N(CCCC1)CC(N1CCCC1)=O)=O)=O ([[[(3S)-Hexahydro-2-oxo-1-[2-oxo-2-(1-pyrrolidinyl)ethyl]-1H-azepin-3-yl]amino][(2-methyl-5-benzofuranyl)amino]methylene]propanedioic Acid Dimethyl Ester). Isolated yield 39.9%. RXN SMILES: [H-].[Na+].[C:3]([O:10][CH3:11])(=[O:9])[CH2:4][C:5]([O:7][CH3:8])=[O:6].[CH3:12][C:13]1[O:14][C:15]2[CH:21]=[CH:20][C:19]([N:22]=[C:23]=S)=[CH:18][C:16]=2[CH:17]=1.[NH2:25][C@H:26]1[CH2:32][CH2:31][CH2:30][CH2:29][N:28]([CH2:33][C:34]([N:36]2[CH2:40][CH2:39][CH2:38][CH2:37]2)=[O:35])[C:27]1=[O:41]>CN(C=O)C.[Hg](Cl)Cl>[CH3:8][O:7][C:5](=[O:6])[C:4](=[C:23]([NH:25][C@H:26]1[CH2:32][CH2:31][CH2:30][CH2:29][N:28]([CH2:33][C:34](=[O:35])[N:36]2[CH2:37][CH2:38][CH2:39][CH2:40]2)[C:27]1=[O:41])[NH:22][C:19]1[CH:20]=[CH:21][C:15]2[O:14][C:13]([CH3:12])=[CH:17][C:16]=2[CH:18]=1)[C:3]([O:10][CH3:11])=[O:9] |f:0.1|. Procedure details: Sodium hydride (95%, 11 mg, 0.44 mmol) was added to a solution of dimethyl malonate (40 mg, 0.30 mmol) in DMF (1.5 mL) at 0° C. The resulting mixture was warmed to room temperature, 2-methyl-5-isothiocyanatobenzofuran (56 mg, 0.30 mmol) was then added, and the resulting solution was stirred at at room temperature for 30 minutes. To the solution was then added 1-[[(3S)-3-aminohexahydro-2-oxo-1H-azepin-1-yl]acetyl]pyrrolidine (71 mg, 0.30 mmol) followed by mercury (II) chloride (82 mg, 0.30 mmol)....